The task is: describe an organic reaction: reactants, conditions, products, and yield. This data is from the Open Reaction Database (ORD), a public repository of structured organic reaction records. The reactants are CCOC(=O)C(C)Br, O=C([O-])[O-], CCOC(C)=O, CCO, [K+], [K+], c1ccc(N2CCNCC2)nc1. The product is CCOC(=O)C(C)N1CCN(c2ccccn2)CC1. Reaction SMILES: [Br:13][CH:14]([C:15](=[O:16])[O:17][CH2:18][CH3:19])[CH3:20].[C:21](=[O:22])([O-:23])[O-:24].[CH3:27][CH2:28][O:29][C:30](=[O:31])[CH3:32].[CH3:33][CH2:34][OH:35].[K+:25].[K+:26].[n:1]1[c:2]([N:7]2[CH2:8][CH2:9][NH:10][CH2:11][CH2:12]2)[cH:3][cH:4][cH:5][cH:6]1>>[n:1]1[c:2]([N:7]2[CH2:8][CH2:9][N:10]([CH:14]([C:15](=[O:16])[O:17][CH2:18][CH3:19])[CH3:20])[CH2:11][CH2:12]2)[cH:3][cH:4][cH:5][cH:6]1. Reactants: CC1(c2ccnc(Br)c2)OCCO1, [Li]CCCC, CCOCC, [Cl-], N#N, [NH4+], CN(C)C=O. The product is CC1(c2ccnc(C=O)c2)OCCO1. As a reaction SMILES: [Br:3][c:4]1[n:5][cH:6][cH:7][c:8]([C:10]2([CH3:15])[O:11][CH2:12][CH2:13][O:14]2)[cH:9]1.[CH3:16][CH2:17][CH2:18][CH2:19][Li:20].[CH3:28][CH2:29][O:30][CH2:31][CH3:32].[Cl-:26].[N:1]#[N:2].[NH4+:27].[O:21]=[CH:22][N:23]([CH3:24])[CH3:25]>>[c:4]1([CH:22]=[O:21])[n:5][cH:6][cH:7][c:8]([C:10]2([CH3:15])[O:11][CH2:12][CH2:13][O:14]2)[cH:9]1. Starting materials: BrC1=CC=C(C=C1)NC1=CC=C(C=C1)Br (bis(4-bromophenyl)amine), C1(CCC(CC1)=O)=O (cyclohexane-1,4-dione), O.C1(=CC=C(C=C1)S(=O)(=O)O)C (p-toluenesulfonic acid hydrate), O (water). The solvent is C1(=CC=CC=C1)C (toluene). The product is C1=CC=C(C=C1)N(C2=CC=C(C=C2)Br)C3=CC=C(C=C3)Br (4,4′-dibromotriphenylamine). Isolated yield 91.0%. As a reaction SMILES: [Br:1][C:2]1[CH:7]=[CH:6][C:5]([NH:8][C:9]2[CH:14]=[CH:13][C:12]([Br:15])=[CH:11][CH:10]=2)=[CH:4][CH:3]=1.[C:16]1(=O)[CH2:21][CH2:20][C:19](=O)[CH2:18][CH2:17]1.O.C1(C)C=CC(S(O)(=O)=O)=CC=1.O>C1(C)C=CC=CC=1>[CH:16]1[CH:21]=[CH:20][C:19]([N:8]([C:9]2[CH:14]=[CH:13][C:12]([Br:15])=[CH:11][CH:10]=2)[C:5]2[CH:6]=[CH:7][C:2]([Br:1])=[CH:3][CH:4]=2)=[CH:18][CH:17]=1 |f:2.3|. Procedure: The preparation was carried out analogously to K. Haga et al, Bull. Chem. Soc. Jpn., 1986, 59, 803-7: 3.10 g (10.4 mmol) of bis(4-bromophenyl)amine (J. Berthelot et al, Can. J. Chem., 1989, 67, 2061), 1.28 g of cyclohexane-1,4-dione (11.4 mmol) and 2.17g (11.4 mmol) of p-toluenesulfonic acid hydrate were heated in 50 ml of toluene on a water separator. After a reaction time of 12 hours, the solvent was removed and the product was purified by column chromatography (hexane/ethyl acetate 4:1). 3.82... Reactants: COc1ccccc1, CCCCCCC, NCc1ccccc1, COC(=O)Cc1ccc(-c2ccc(OCCN3CCOCC3)cc2)cn1. The product is O=C(Cc1ccc(-c2ccc(OCCN3CCOCC3)cc2)cn1)NCc1ccccc1. As a reaction SMILES: [CH3:27][O:28][c:29]1[cH:30][cH:31][cH:32][cH:33][cH:34]1.[CH3:43][CH2:44][CH2:45][CH2:46][CH2:47][CH2:48][CH3:49].[NH2:35][CH2:36][c:37]1[cH:38][cH:39][cH:40][cH:41][cH:42]1.[O:1]1[CH2:2][CH2:3][N:4]([CH2:7][CH2:8][O:9][c:10]2[cH:11][cH:12][c:13](-[c:16]3[cH:17][cH:18][c:19]([CH2:22][C:23](=[O:24])[O:25][CH3:26])[n:20][cH:21]3)[cH:14][cH:15]2)[CH2:5][CH2:6]1>>[O:1]1[CH2:2][CH2:3][N:4]([CH2:7][CH2:8][O:9][c:10]2[cH:11][cH:12][c:13](-[c:16]3[cH:17][cH:18][c:19]([CH2:22][C:23](=[O:24])[NH:35][CH2:36][c:37]4[cH:38][cH:39][cH:40][cH:41][cH:42]4)[n:20][cH:21]3)[cH:14][cH:15]2)[CH2:5][CH2:6]1. Reactants: Cl.CN (Methylamine hydrochloride), O=C1CCN(CC1)C(=O)NC1=CC(=CC=C1)C1(CCC(CC1)C)N1CCN(CC1)C1=CC=CC=C1 (4-(oxo)-N-[3-[4-methyl-1-(4-phenyl-1-piperazinyl)cyclohexyl]phenyl]-1-piperidinecarboxamide), Cl.CN (methylamine hydrochloride). Run in C1CCOC1.CO (THF MeOH). Yields the product CNC1CCN(CC1)C(=O)NC1=CC(=CC=C1)C1(CCC(CC1)C)N1CCN(CC1)C1=CC=CC=C1 (4-(methylamino)-N-[3-[4-methyl-1-(4-phenyl-1-piperazinyl)-cyclohexyl]phenyl]-1-piperidinecarboxamide). RXN SMILES: Cl.[CH3:2][NH2:3].O=[C:5]1[CH2:10][CH2:9][N:8]([C:11]([NH:13][C:14]2[CH:19]=[CH:18][CH:17]=[C:16]([C:20]3([N:27]4[CH2:32][CH2:31][N:30]([C:33]5[CH:38]=[CH:37][CH:36]=[CH:35][CH:34]=5)[CH2:29][CH2:28]4)[CH2:25][CH2:24][CH:23]([CH3:26])[CH2:22][CH2:21]3)[CH:15]=2)=[O:12])[CH2:7][CH2:6]1>C1COCC1.CO>[CH3:2][NH:3][CH:5]1[CH2:10][CH2:9][N:8]([C:11]([NH:13][C:14]2[CH:19]=[CH:18][CH:17]=[C:16]([C:20]3([N:27]4[CH2:28][CH2:29][N:30]([C:33]5[CH:34]=[CH:35][CH:36]=[CH:37][CH:38]=5)[CH2:31][CH2:32]4)[CH2:21][CH2:22][CH:23]([CH3:26])[CH2:24][CH2:25]3)[CH:15]=2)=[O:12])[CH2:7][CH2:6]1 |f:0.1,3.4|. Procedure: Methylamine hydrochloride (37 mg, 0.546 mmol) was added to a solution of 4-(oxo)-N-[3-[4-methyl-1-(4-phenyl-1-piperazinyl)cyclohexyl]phenyl]-1-piperidinecarboxamide (cis isomer) (43 mg, 0.091 mmol) in THF/MeOH (1:1) and stirred at room temperature. When all the methylamine hydrochloride had dissolved, NaCNBH4 (6 mg, 0.091 mmol) was added and the reaction allowed to stir overnight at room temperature. The reaction mixture was concentrated, dissolved in an excess of 3N HCl, and the aqueous solutio... Reactants: C1(=CC=CC=C1)C (toluene), CC1(OC(C(CC1=O)=O)(C)C)C (2,2,6,6-tetramethylpyran-3,5-dione), N,N-dimethylaminopyridine, C(Cl)(Cl)Cl (chloroform), C(C)(=O)[O-].C(C)(=O)[O-].C(C)(=O)[O-].BrC=1C=CC(=C(C1)[Pb+3])CC (5-bromo-2-ethylphenyllead triacetate). The solvent is ClCCl (dichloromethane), Cl (hydrochloric acid). Conditions: time 8 hour. Yields the product BrC=1C=CC(=C(C1)C1C(C(OC(C1=O)(C)C)(C)C)=O)CC (4-(5-bromo-2-ethylphenyl)-2,2,6,6-tetramethylpyran-3,5-dione). Yield: 60.3%. RXN SMILES: [CH3:1][C:2]1([CH3:12])[C:7](=[O:8])[CH2:6][C:5](=[O:9])[C:4]([CH3:11])([CH3:10])[O:3]1.C(Cl)(Cl)Cl.C1(C)C=CC=CC=1.C([O-])(=O)C.C([O-])(=O)C.C([O-])(=O)C.[Br:36][C:37]1[CH:38]=[CH:39][C:40]([CH2:44][CH3:45])=[C:41]([Pb+3])[CH:42]=1>ClCCl.Cl>[Br:36][C:37]1[CH:42]=[CH:41][C:40]([CH2:44][CH3:45])=[C:39]([CH:6]2[C:7](=[O:8])[C:2]([CH3:12])([CH3:1])[O:3][C:4]([CH3:11])([CH3:10])[C:5]2=[O:9])[CH:38]=1 |f:3.4.5.6|. Procedure: To a mixture of 2,2,6,6-tetramethylpyran-3,5-dione (3.57 g, 21.00 mmol) and N,N-dimethylaminopyridine (13.50 g, 111.00 mmol) is added anhydrous chloroform (120 ml), followed by stirring at room temperature until dissolution. To this solution is added anhydrous toluene (37 ml), followed by 5-bromo-2-ethylphenyllead triacetate (10.69 g, 24.00 mmol) in one portion and the reaction mixture is heated at 80° C. for 2 hours, then allowed to stand overnight at room temperature. The mixture is diluted wi... The reactants are BrC=1C=C2C=CN=CC2=CC1Cl (6-Bromo-7-chloro-isoquinoline), ClC1=C(C=C2C=CN=CC2=C1)SCC1NCCC1.C(C)(C)(C)OC(=O)N1C(CCC1)CBr (2-Bromomethyl-pyrrolidine-1-carboxylic acid tert-butyl ester 7-Chloro-6-(pyrrolidin-2-ylmethylsulfanyl)-isoquinoline), Cl (hydrochloride). Yields the product Cl.ClC1=C(C=C2C=CN=CC2=C1)SCC1NCCC1 (7-Chloro-6-(pyrrolidin-2-ylmethylsulfanyl)-isoquinoline hydrochloride). RXN SMILES: BrC1C=C2C(=CC=1[Cl:12])C=NC=C2.[Cl:13][C:14]1[CH:23]=[C:22]2[C:17]([CH:18]=[CH:19][N:20]=[CH:21]2)=[CH:16][C:15]=1[S:24][CH2:25][CH:26]1[CH2:30][CH2:29][CH2:28][NH:27]1.C(OC(N1CCCC1CBr)=O)(C)(C)C.Cl>>[ClH:12].[Cl:13][C:14]1[CH:23]=[C:22]2[C:17]([CH:18]=[CH:19][N:20]=[CH:21]2)=[CH:16][C:15]=1[S:24][CH2:25][CH:26]1[CH2:30][CH2:29][CH2:28][NH:27]1 |f:1.2,4.5|. Reported procedure: Starting from 6-Chloro-7-chloroisoquinoline (263) and 2-Bromomethyl-pyrrolidine-1-carboxylic acid tert-butyl ester 7-Chloro-6-(pyrrolidin-2-ylmethylsulfanyl)-isoquinoline could be obtained according to the procedures described for 272, 267, 268 as the hydrochloride. Rt=0.85 min (Method B). Detected mass: 279.1/281.2 (M+H+). The reactants are CCCCCCN1CC2C(C1)C2(CC)c1cccc(N)c1, CS(=O)(=O)Cl, c1ccncc1. The product is CCCCCCN1CC2C(C1)C2(CC)c1cccc(NS(C)(=O)=O)c1. Reaction SMILES: [CH2:1]([CH3:2])[C:3]1([c:15]2[cH:16][c:17]([NH2:21])[cH:18][cH:19][cH:20]2)[CH:4]2[CH2:5][N:6]([CH2:9][CH2:10][CH2:11][CH2:12][CH2:13][CH3:14])[CH2:7][CH:8]12.[CH3:22][S:23](=[O:24])(=[O:25])[Cl:26].[cH:27]1[cH:28][cH:29][n:30][cH:31][cH:32]1>>[CH2:1]([CH3:2])[C:3]1([c:15]2[cH:16][c:17]([NH:21][S:23]([CH3:22])(=[O:24])=[O:25])[cH:18][cH:19][cH:20]2)[CH:4]2[CH2:5][N:6]([CH2:9][CH2:10][CH2:11][CH2:12][CH2:13][CH3:14])[CH2:7][CH:8]12. Reactants: O (water), OC(=O)O (hydroxy ketone), N1=C(C=CC=C1C)C (2,6-lutidine), O(S(=O)(=O)C(F)(F)F)[Si](C)(C)C(C)(C)C (t-butyldimethylsilyl triflate), [Si](C)(C)(C(C)(C)C)O[C@@H]1CC(C[C@H](C1=CCCOCOC)O[Si](C)(C)C(C)(C)C)=O ((3R,5R)-3,5-Bis[(tert-Butyldimethylsilyl)oxy]-4-[3′-(methoxymethoxy)propylidene]cyclohexanone), O (water). The solvent is C1=CC=CC=C1 (Benzene), C(Cl)Cl (CH2Cl2). Run at temperature -50 celsius, time 5 minute. Product: C(C)(=O)O[C@]12C[C@H](C([C@H](OC1=O)C2)=O)O[Si](C)(C)C(C)(C)C ((1R,3R,5R)-1-Acetoxy-3-[(tert-butyldimethylsilyl)oxy]-6-oxa-bicyclo[3.2.1]octane-4,7-dione). As a reaction SMILES: [Si:1]([O:8][C@H:9]1[C:14](=CCCOCOC)[C@H:13]([O:22][Si](C(C)(C)C)(C)C)[CH2:12][C:11](=[O:30])[CH2:10]1)([C:4]([CH3:7])([CH3:6])[CH3:5])([CH3:3])[CH3:2].O[C:32]([OH:34])=O.N1C(C)=CC=C[C:36]=1[CH3:42].[O:43]([Si](C(C)(C)C)(C)C)S(C(F)(F)F)(=O)=O.[OH2:58]>C(Cl)Cl.C1C=CC=CC=1>[C:36]([O:30][C@@:11]12[CH2:12][C@@H:13]([O:22][C:32]1=[O:34])[C:14](=[O:43])[C@H:9]([O:8][Si:1]([C:4]([CH3:5])([CH3:6])[CH3:7])([CH3:3])[CH3:2])[CH2:10]2)(=[O:58])[CH3:42]. Procedure details: [(3R,5R)-3,5-Bis[(tert-Butyldimethylsilyl)oxy]-4-[3′-(methoxymethoxy)propylidene]cyclohexanone (11). To a solution of hydroxy ketone 9 (40 mg, 117 μmol) in anhydrous CH2Cl2 (0.4 mL) at −50° C. was added 2,6-lutidine (32 μL, 274 μmol) and t-butyldimethylsilyl triflate (56 μL, 240 μmol). The mixture was stirred for 5 min at −50° C., then it was allowed to warm up to −15° C. and stirred at this temperature for additional 30 min. Benzene and water was added and the mixture was poured into water and ... The reactants are [BH4-].[Na+] (sodium borohydride), FC(C1=CC=C(C=C1)C1=CC=C(C=O)C=C1)(F)F (4-(4-Trifluoromethylphenyl)benzaldehyde), CN (methylamine), solution, S(=O)(=O)([O-])[O-].[Mg+2] (magnesium sulphate). Solvent: C1CCOC1 (THF). Conditions: time 16 hour. The product is CNCC1=CC=C(C=C1)C1=CC=C(C=C1)C(F)(F)F (N-Methyl-4-(4-trifluoromethylphenyl)benzylamine). Reaction SMILES: [F:1][C:2]([F:18])([F:17])[C:3]1[CH:8]=[CH:7][C:6]([C:9]2[CH:16]=[CH:15][C:12]([CH:13]=O)=[CH:11][CH:10]=2)=[CH:5][CH:4]=1.[CH3:19][NH2:20].S([O-])([O-])(=O)=O.[Mg+2].[BH4-].[Na+]>C1COCC1>[CH3:19][NH:20][CH2:13][C:12]1[CH:15]=[CH:16][C:9]([C:6]2[CH:7]=[CH:8][C:3]([C:2]([F:18])([F:17])[F:1])=[CH:4][CH:5]=2)=[CH:10][CH:11]=1 |f:2.3,4.5|. Reported procedure: A mixture of Intermediate D2 (4.57 g, 1 eq), methylamine (9.15 mL of a 2M solution in THF) and anhydrous magnesium sulphate (4.41 g, 2 eq) was stirred at room temperature for 16 h, filtered and the solid washed thoroughly with ethyl acetate. The combined filtrates were evaporated to a solid which was suspended in ethanol (90 mL) and sodium borohydride (1.01 g, 1.5 eq) added portionwise. The mixture stirred at room temperature for 3 h and the solvent removed in vacuo and the residue partitioned b...